This data is from the Open Reaction Database (ORD), a public repository of structured organic reaction records. The task is: describe an organic reaction: reactants, conditions, products, and yield The reactants are Oc1cnc(Br)c(Cl)c1, O=C([O-])[O-], C1COCCO1, [Na+], [Na+], OB(O)c1ccccc1. Product: Oc1cnc(-c2ccccc2)c(Cl)c1. Reaction SMILES: [Br:1][c:2]1[c:3]([Cl:9])[cH:4][c:5]([OH:8])[cH:6][n:7]1.[C:19](=[O:20])([O-:21])[O-:22].[CH2:25]1[O:26][CH2:27][CH2:28][O:29][CH2:30]1.[Na+:23].[Na+:24].[OH:10][B:11]([OH:12])[c:13]1[cH:14][cH:15][cH:16][cH:17][cH:18]1>>[c:2]1(-[c:13]2[cH:14][cH:15][cH:16][cH:17][cH:18]2)[c:3]([Cl:9])[cH:4][c:5]([OH:8])[cH:6][n:7]1. The reactants are BrBr (Bromine), COC1=CC=C(C=C1)C(C#N)C (4-methoxyphenylpropionitrile), C(C)(=O)[O-].[Na+] (sodium acetate). The solvent is C(C)(=O)O (acetic acid). Run at time 30 minute. The product is BrC=1C=C(C=CC1OC)C(C#N)C (3-Bromo-4-methoxyphenylpropionitrile). As a reaction SMILES: [Br:1]Br.[CH3:3][O:4][C:5]1[CH:10]=[CH:9][C:8]([CH:11]([CH3:14])[C:12]#[N:13])=[CH:7][CH:6]=1.C([O-])(=O)C.[Na+]>C(O)(=O)C>[Br:1][C:6]1[CH:7]=[C:8]([CH:11]([CH3:14])[C:12]#[N:13])[CH:9]=[CH:10][C:5]=1[O:4][CH3:3] |f:2.3|. Procedure: Bromine (21.4 ml) is added dropwise over a period of 1 hour to a stirred solution of 4-methoxyphenylpropionitrile (67.5 g) and sodium acetate (68.4 g) in glacial acetic acid (40 ml). The reaction mixture is stirred for an additional 30 minutes and partitioned between water and ether. The ether layer is washed with sodium carbonate solution, 10% aqueous NaOH, saturated salt, dried over Na2SO4 and filtered. The filtrate is evaporated in vacuo yielding the desired product, B.P. 155°-158° C. (4 mm). The reactants are BrCC1=CC=C(C(=C1C(=O)OC(C)(C)C)OC(=O)OC(C)(C)C)C(F)(F)F (tert-butyl 6-(bromomethyl)-2-[(tert-butoxycarbonyl)oxy]-3-(trifluoromethyl)benzoate), OC1=CC=C(C=C1)C1=C(C=C(C=C1)CC(=O)OC)C(CC)=O (methyl (4′-hydroxy-2-propionyl-1,1′-biphenyl-4-yl)acetate). Yields the product C(C)(C)(C)OC(=O)C1=C(COC2=CC=C(C=C2)C2=C(C=C(C=C2)CC(=O)O)C(CC)=O)C=CC(=C1O)C(F)(F)F ((4′-{[2-(tert-Butoxycarbonyl)-3-hydroxy-4-(trifluoromethyl)benzyl]oxy}-2-propionyl-1,1′-biphenyl-4-yl)acetic acid), compound. The yield is 53.0%. Reaction SMILES: Br[CH2:2][C:3]1[C:8]([C:9]([O:11][C:12]([CH3:15])([CH3:14])[CH3:13])=[O:10])=[C:7]([O:16]C(OC(C)(C)C)=O)[C:6]([C:24]([F:27])([F:26])[F:25])=[CH:5][CH:4]=1.[OH:28][C:29]1[CH:34]=[CH:33][C:32]([C:35]2[CH:40]=[CH:39][C:38]([CH2:41][C:42]([O:44]C)=[O:43])=[CH:37][C:36]=2[C:46](=[O:49])[CH2:47][CH3:48])=[CH:31][CH:30]=1>>[C:12]([O:11][C:9]([C:8]1[C:7]([OH:16])=[C:6]([C:24]([F:27])([F:25])[F:26])[CH:5]=[CH:4][C:3]=1[CH2:2][O:28][C:29]1[CH:30]=[CH:31][C:32]([C:35]2[CH:40]=[CH:39][C:38]([CH2:41][C:42]([OH:44])=[O:43])=[CH:37][C:36]=2[C:46](=[O:49])[CH2:47][CH3:48])=[CH:33][CH:34]=1)=[O:10])([CH3:13])([CH3:14])[CH3:15]. Procedure details: According to a method similar to Example (40-2), Example (33-5) and Example (17-4), from tert-butyl 6-(bromomethyl)-2-[(tert-butoxycarbonyl)oxy]-3-(trifluoromethyl)benzoate (289 mg, 0.688 mmol) obtained in Example (28-5) and methyl (4′-hydroxy-2-propionyl-1,1′-biphenyl-4-yl)acetate (174 mg, 0.626 mmol), the title compound was obtained as a colorless amorphous compound (194 mg, yield: 53%). Product: CC(C)(C)c1ccc(CNCCc2cccc(OCc3ccccc3)c2)cc1. Reactants: [BH4-], CC(C)(C)c1ccc(C=O)cc1, O=C([O-])[O-], NCCc1cccc(OCc2ccccc2)c1, CO, Cl, Cl, [K+], [K+], [Na+]. RXN SMILES: [BH4-:37].[C:1]([CH3:2])([CH3:3])([CH3:4])[c:5]1[cH:6][cH:7][c:8]([CH:9]=[O:10])[cH:11][cH:12]1.[C:31](=[O:32])([O-:33])[O-:34].[CH2:14]([c:15]1[cH:16][cH:17][cH:18][cH:19][cH:20]1)[O:21][c:22]1[cH:23][c:24]([CH2:28][CH2:29][NH2:30])[cH:25][cH:26][cH:27]1.[CH3:40][OH:41].[ClH:13].[ClH:39].[K+:35].[K+:36].[Na+:38]>>[C:1]([CH3:2])([CH3:3])([CH3:4])[c:5]1[cH:6][cH:7][c:8]([CH2:9][NH:30][CH2:29][CH2:28][c:24]2[cH:23][c:22]([O:21][CH2:14][c:15]3[cH:16][cH:17][cH:18][cH:19][cH:20]3)[cH:27][cH:26][cH:25]2)[cH:11][cH:12]1. Reactants: C1=C(C=CC=2OC3=C(C21)CCCCCC3)N (6,7,8,9,10,11-Hexahydro-benzo[b]-cycloocta[d]furan-2-ylamine), C1(=CC(=CC=C1)C(=O)Cl)C (m-toluoyl chloride), poly(vinylpyridine). The solvent is ClCCl (dichloromethane). The product is C1=C(C=CC=2OC3=C(C21)CCCCCC3)NC(C3=CC(=CC=C3)C)=O (N-(6,7,8,9,10,11-hexahydrobenzo[b]cycloocta[d]furan-2-yl)-3-methylbenzamide). The yield is 81.4%. Reaction SMILES: [CH:1]1[C:9]2[C:8]3[CH2:10][CH2:11][CH2:12][CH2:13][CH2:14][CH2:15][C:7]=3[O:6][C:5]=2[CH:4]=[CH:3][C:2]=1[NH2:16].[C:17]1([CH3:26])[CH:22]=[CH:21][CH:20]=[C:19]([C:23](Cl)=[O:24])[CH:18]=1>ClCCl>[CH:1]1[C:9]2[C:8]3[CH2:10][CH2:11][CH2:12][CH2:13][CH2:14][CH2:15][C:7]=3[O:6][C:5]=2[CH:4]=[CH:3][C:2]=1[NH:16][C:23](=[O:24])[C:19]1[CH:20]=[CH:21][CH:22]=[C:17]([CH3:26])[CH:18]=1. Procedure details: Following the procedure of Example 1, 6,7,8,9,10,11-Hexahydro-benzo[b]-cycloocta[d]furan-2-ylamine (0.15 g, 0.70 mmol), m-toluoyl chloride (0.096 mL, 0.73 mmol), and poly(vinylpyridine) (0.5 g) in dichloromethane (17 mL) provided N-(6,7,8,9,10,11-hexahydrobenzo[b]cycloocta[d]furan-2-yl)-3-methylbenzamide (0.19 g). MS (ESI) m/z 334 ([M+H]+).